Dataset: the Open Reaction Database (ORD), a public repository of structured organic reaction records. Task: describe an organic reaction: reactants, conditions, products, and yield Reactants: CC(C)(C)OC(=O)N1CCNCC1, [BH3-]C#N, CO, O=CC(c1ccc(Cl)cc1)c1ccc(Cl)cc1, [Na+], O. The product is CC(C)(C)OC(=O)N1CCN(CC(c2ccc(Cl)cc2)c2ccc(Cl)cc2)CC1. As a reaction SMILES: [C:18](=[O:19])([O:20][C:21]([CH3:22])([CH3:23])[CH3:24])[N:25]1[CH2:26][CH2:27][NH:28][CH2:29][CH2:30]1.[C:31]([BH3-:32])#[N:33].[CH3:36][OH:37].[Cl:1][c:2]1[cH:3][cH:4][c:5]([CH:8]([CH:9]=[O:10])[c:11]2[cH:12][cH:13][c:14]([Cl:17])[cH:15][cH:16]2)[cH:6][cH:7]1.[Na+:34].[OH2:35]>>[Cl:1][c:2]1[cH:3][cH:4][c:5]([CH:8]([CH2:9][N:28]2[CH2:27][CH2:26][N:25]([C:18](=[O:19])[O:20][C:21]([CH3:22])([CH3:23])[CH3:24])[CH2:30][CH2:29]2)[c:11]2[cH:12][cH:13][c:14]([Cl:17])[cH:15][cH:16]2)[cH:6][cH:7]1.